This data is from the Open Reaction Database (ORD), a public repository of structured organic reaction records. The task is: describe an organic reaction: reactants, conditions, products, and yield Reactants: C(C1=CC=CC=C1)OC(=O)N[C@H](C(=O)OC)CC1=CC=C(C=C1)OCCNC(C1=CC=C(C=C1)C1=NC=CC=C1)=O (methyl (S)-2-benzyloxycarbonylamino-3-[4-[2-(4-pyridine-2-ylbenzoylamino)ethoxy]phenyl]propionate). Reagents/catalysts: [Pd] (palladium on carbon). Yields the product N[C@H](C(=O)OC)CC1=CC=C(C=C1)OCCNC(C1=CC=C(C=C1)C1=NC=CC=C1)=O (methyl (S)-2-amino-3-[4-[2-(4-pyridine-2-ylbenzoylamino)ethoxy]phenyl]propionate). The yield is 98.3%. Reaction SMILES: C(OC([NH:11][C@@H:12]([CH2:17][C:18]1[CH:23]=[CH:22][C:21]([O:24][CH2:25][CH2:26][NH:27][C:28](=[O:41])[C:29]2[CH:34]=[CH:33][C:32]([C:35]3[CH:40]=[CH:39][CH:38]=[CH:37][N:36]=3)=[CH:31][CH:30]=2)=[CH:20][CH:19]=1)[C:13]([O:15][CH3:16])=[O:14])=O)C1C=CC=CC=1>[Pd]>[NH2:11][C@@H:12]([CH2:17][C:18]1[CH:19]=[CH:20][C:21]([O:24][CH2:25][CH2:26][NH:27][C:28](=[O:41])[C:29]2[CH:30]=[CH:31][C:32]([C:35]3[CH:40]=[CH:39][CH:38]=[CH:37][N:36]=3)=[CH:33][CH:34]=2)=[CH:22][CH:23]=1)[C:13]([O:15][CH3:16])=[O:14]. Reported procedure: In a similar manner to that described in Reference example 1(d), a reaction was carried out using methyl (S)-2-benzyloxycarbonylamino-3-[4-[2-(4-pyridine-2-ylbenzoylamino)ethoxy]phenyl]propionate (1.53 g) and palladium on carbon (5%, 150 mg) and the reaction mixture was treated to give methyl (S)-2-amino-3-[4-[2-(4-pyridine-2-ylbenzoylamino)ethoxy]phenyl]propionate (1.14 g). Propyl bromide (0.24 ml) and potassium carbonate (387 mg) were added to a solution of the amine derivative (1.12 g) obtain... Starting materials: ClCCl, COc1cc2c(Oc3cc(C)c(C)nc3-c3ccccc3)ccnc2cc1OCC1CO1, [Na+], [OH-], O, O=C(O)C(F)(F)F. Yields the product COc1cc2c(Oc3cc(C)c(C)nc3-c3ccccc3)ccnc2cc1OCC(O)CO. As a reaction SMILES: [CH2:43]([Cl:44])[Cl:45].[CH3:1][c:2]1[cH:3][c:4]([O:15][c:16]2[cH:17][cH:18][n:19][c:20]3[cH:21][c:22]([O:28][CH2:29][CH:30]4[O:31][CH2:32]4)[c:23]([O:26][CH3:27])[cH:24][c:25]23)[c:5](-[c:9]2[cH:10][cH:11][cH:12][cH:13][cH:14]2)[n:6][c:7]1[CH3:8].[Na+:41].[OH-:40].[OH2:42].[OH:33][C:34]([C:35]([F:36])([F:37])[F:38])=[O:39]>>[CH3:1][c:2]1[cH:3][c:4]([O:15][c:16]2[cH:17][cH:18][n:19][c:20]3[cH:21][c:22]([O:28][CH2:29][CH:30]([OH:31])[CH2:32][OH:33])[c:23]([O:26][CH3:27])[cH:24][c:25]23)[c:5](-[c:9]2[cH:10][cH:11][cH:12][cH:13][cH:14]2)[n:6][c:7]1[CH3:8]. The reactants are C(C)OC(CCC1=C(NC2=CC=CC=C12)C(=O)OCC)=O (ethyl 3-(3-ethoxy-3-oxopropyl)-1H-indole-2-carboxylate), B (borane). The solvent is C1CCOC1 (THF), C1CCOC1 (THF). Run at time 16 hour. Yields the product OCCCC1=C(NC2=CC=CC=C12)C(=O)OCC (ethyl 3-(3-hydroxypropyl)-1H-indole-2-carboxylate). As a reaction SMILES: C([O:3][C:4](=O)[CH2:5][CH2:6][C:7]1[C:15]2[C:10](=[CH:11][CH:12]=[CH:13][CH:14]=2)[NH:9][C:8]=1[C:16]([O:18][CH2:19][CH3:20])=[O:17])C.B>C1COCC1>[OH:3][CH2:4][CH2:5][CH2:6][C:7]1[C:15]2[C:10](=[CH:11][CH:12]=[CH:13][CH:14]=2)[NH:9][C:8]=1[C:16]([O:18][CH2:19][CH3:20])=[O:17]. Reported procedure: To a mixture of ethyl 3-(3-ethoxy-3-oxopropyl)-1H-indole-2-carboxylate (2.82 g) in THF (40 mL) was added 1M borane.THF (40 mL). The mixture was stirred at room temperature for 16 hours, quenched with methanol (100 mL) and concentrated. The concentrate was purified by flash column chromatography on silica gel with 5-25% ethyl acetate/hexanes. Reactants: COC1(CCC(CC1)(C#C)C1=CC(=C(C=C1)OC)OC1CCCC1)OC (4-(3-cyclopentyloxy-4-methoxyphenyl)-4-ethynylcyclohexan-1-one dimethyl ketal), C1(=CC=C(C=C1)S(=O)(=O)O)C (p-toluenesulfonic acid). The solvent is CC(=O)C (acetone). Reaction conditions: time 1.5 hour. The product is C1(CCCC1)OC=1C=C(C=CC1OC)C1(CCC(CC1)=O)C#C (4-(3-Cyclopentyloxy-4-methoxyphenyl)-4-ethynylcyclohexan-1-one). Yield: 97.8%. As a reaction SMILES: C[O:2][C:3]1(OC)[CH2:8][CH2:7][C:6]([C:11]2[CH:16]=[CH:15][C:14]([O:17][CH3:18])=[C:13]([O:19][CH:20]3[CH2:24][CH2:23][CH2:22][CH2:21]3)[CH:12]=2)([C:9]#[CH:10])[CH2:5][CH2:4]1.C1(C)C=CC(S(O)(=O)=O)=CC=1>CC(C)=O>[CH:20]1([O:19][C:13]2[CH:12]=[C:11]([C:6]3([C:9]#[CH:10])[CH2:5][CH2:4][C:3](=[O:2])[CH2:8][CH2:7]3)[CH:16]=[CH:15][C:14]=2[O:17][CH3:18])[CH2:21][CH2:22][CH2:23][CH2:24]1. Reported procedure: A mixture of 4-(3-cyclopentyloxy-4-methoxyphenyl)-4-ethynylcyclohexan-1-one dimethyl ketal (0.13 g, 0.36 mmol) and p-toluenesulfonic acid (catalytic amount) in acetone (5 mL) was stirred under an argon atmosphere at room temperature for 1.5 h. The mixture was concentrated, diluted with ethyl acetate and washed with water. The organic extract was dried (magnesium sulfate) and the solvent was removed in vacuo to provide an oil (0.11 g, 97%). Starting materials: [BH4-].[Na+] (sodium borohydride), O (water), C(C(C)C)OC(C)O[C@@H](C(=O)OC)C (methyl (R)-(+)-2-(1-isobutoxyethoxy)propionate), CO (methanol). The solvent is C1(=CC=CC=C1)C (toluene). Product: C(C(C)C)OC(C)O[C@@H](CO)C ((R)-(−)-2-(1-Isobutoxyethoxy)-1-propanol). The yield is 96.5%. RXN SMILES: [BH4-].[Na+].[CH2:3]([O:7][CH:8]([O:10][C@H:11]([CH3:16])[C:12](OC)=[O:13])[CH3:9])[CH:4]([CH3:6])[CH3:5].CO.O>C1(C)C=CC=CC=1>[CH2:3]([O:7][CH:8]([O:10][C@H:11]([CH3:16])[CH2:12][OH:13])[CH3:9])[CH:4]([CH3:6])[CH3:5] |f:0.1|. Procedure: 8.4 g (0.204 mole) of sodium borohydride was suspended at room temperature in a solution of 35.8 g (0.17 mole) of the methyl (R)-(+)-2-(1-isobutoxyethoxy)propionate (obtained in Reference Example 5) dissolved in 170 ml of toluene. Thereto was dropwise added slowly 40.8 ml (1.02 mole) of methanol with stirring, so that the internal temperature of the reaction system could be kept at 40° C. After the completion of the dropwise addition, the mixture was stirred at room temperature for 4 hours to gi... Starting materials: COc1cccc(C(Cl)c2cccc(Br)n2)n1, C1CCOC1, CC(C)[N-]C(C)C, [Li+], c1cncc(Cc2cccnc2)c1. Yields the product COc1cccc(C(c2cccc(Br)n2)C(c2cccnc2)c2cccnc2)n1. As a reaction SMILES: [Br:22][c:23]1[n:24][c:25]([CH:29]([c:30]2[n:31][c:32]([O:36][CH3:37])[cH:33][cH:34][cH:35]2)[Cl:38])[cH:26][cH:27][cH:28]1.[CH2:39]1[O:40][CH2:41][CH2:42][CH2:43]1.[CH3:15][CH:16]([N-:17][CH:18]([CH3:19])[CH3:20])[CH3:21].[Li+:14].[n:1]1[cH:2][c:3]([CH2:7][c:8]2[cH:9][n:10][cH:11][cH:12][cH:13]2)[cH:4][cH:5][cH:6]1>>[n:1]1[cH:2][c:3]([CH:7]([c:8]2[cH:9][n:10][cH:11][cH:12][cH:13]2)[CH:29]([c:25]2[n:24][c:23]([Br:22])[cH:28][cH:27][cH:26]2)[c:30]2[n:31][c:32]([O:36][CH3:37])[cH:33][cH:34][cH:35]2)[cH:4][cH:5][cH:6]1.